Dataset: the Open Reaction Database (ORD), a public repository of structured organic reaction records. Task: describe an organic reaction: reactants, conditions, products, and yield The reactants are C1CCOC1, CO, COC(=O)Cc1c(C)n(Cc2ccc(S(C)(=O)=O)cc2Cl)c2ncccc12, [Na+], [OH-]. The product is Cc1c(CC(=O)O)c2cccnc2n1Cc1ccc(S(C)(=O)=O)cc1Cl. As a reaction SMILES: [CH2:30]1[O:31][CH2:32][CH2:33][CH2:34]1.[CH3:35][OH:36].[CH3:3][O:4][C:5]([CH2:6][c:7]1[c:8]([CH3:28])[n:9]([CH2:16][c:17]2[c:18]([Cl:27])[cH:19][c:20]([S:23](=[O:24])(=[O:25])[CH3:26])[cH:21][cH:22]2)[c:10]2[n:11][cH:12][cH:13][cH:14][c:15]12)=[O:29].[Na+:2].[OH-:1]>>[O:4]=[C:5]([CH2:6][c:7]1[c:8]([CH3:28])[n:9]([CH2:16][c:17]2[c:18]([Cl:27])[cH:19][c:20]([S:23](=[O:24])(=[O:25])[CH3:26])[cH:21][cH:22]2)[c:10]2[n:11][cH:12][cH:13][cH:14][c:15]12)[OH:29]. Reactants: C1(=CC=CC=C1)N(C1=CC=CC=C1)CC1=CC=CC=C1 (N,N-diphenylbenzylamine), C(C)(=O)O (acetic acid), hexamethylenetriamine, [OH-].[Na+] (sodium hydroxide), O (water). Reaction conditions: temperature 90 celsius, time 12 hour. Product: C1(=CC=CC=C1)N(C1=CC=C(C=O)C=C1)CC1=CC=CC=C1 (4-(N-phenylbenzylamino)benzaldehyde). The yield is 72.0%. Reaction SMILES: [C:1]1([N:7]([CH2:14][C:15]2[CH:20]=[CH:19][CH:18]=[CH:17][CH:16]=2)[C:8]2[CH:13]=[CH:12][CH:11]=[CH:10][CH:9]=2)[CH:6]=[CH:5][CH:4]=[CH:3][CH:2]=1.[OH-].[Na+].O.[C:24](O)(=[O:26])C>>[C:1]1([N:7]([CH2:14][C:15]2[CH:16]=[CH:17][CH:18]=[CH:19][CH:20]=2)[C:8]2[CH:13]=[CH:12][C:11]([CH:24]=[O:26])=[CH:10][CH:9]=2)[CH:2]=[CH:3][CH:4]=[CH:5][CH:6]=1 |f:1.2|. Reported procedure: N,N-diphenylbenzylamine (935 mg, 3.60 mmol) was suspended in acetic acid (20 mL), and hexamethylenetriamine (1.12 g, 7.96 mmol) was added thereto, followed by stirring at 90° C. for 12 hours. The reaction liquid was cooled to room temperature, a 6 mol/L sodium hydroxide aqueous solution and water were added thereto, and then the product was extracted with chloroform. The organic layer was washed with brine, and then dried over anhydrous sodium sulfate. The solvent was evaporated under reduced pr...